Dataset: the Open Reaction Database (ORD), a public repository of structured organic reaction records. Task: describe an organic reaction: reactants, conditions, products, and yield Starting materials: N1=C(C=CC=C1)C1=NN=C(C(N1)=O)C1=CC=C(C=C1)C(F)(F)F (3-(2-pyridyl)-6-(4-trifluoromethylphenyl)-1,2,4-triazin-5-one), S(=O)(Cl)Cl (thionyl chloride), O1CCCC1 (tetrahydrofuran), [O-]CC.[Na+] (sodium ethoxide). The solvent is O (water). Product: C(C)OC=1N=C(N=NC1C1=CC=C(C=C1)C(F)(F)F)C1=NC=CC=C1 (5-ethoxy-3-(2-pyridyl)-6-(4-trifluoromethylphenyl)-1,2,4-triazine). The yield is 70.0%. RXN SMILES: [N:1]1[CH:6]=[CH:5][CH:4]=[CH:3][C:2]=1[C:7]1[NH:12][C:11](=[O:13])[C:10]([C:14]2[CH:19]=[CH:18][C:17]([C:20]([F:23])([F:22])[F:21])=[CH:16][CH:15]=2)=[N:9][N:8]=1.S(Cl)(Cl)=O.O1CC[CH2:30][CH2:29]1.[O-]CC.[Na+]>O>[CH2:29]([O:13][C:11]1[N:12]=[C:7]([C:2]2[CH:3]=[CH:4][CH:5]=[CH:6][N:1]=2)[N:8]=[N:9][C:10]=1[C:14]1[CH:19]=[CH:18][C:17]([C:20]([F:22])([F:23])[F:21])=[CH:16][CH:15]=1)[CH3:30] |f:3.4|. Reported procedure: A mixture of 3-(2-pyridyl)-6-(4-trifluoromethylphenyl)-1,2,4-triazin-5-one (10.00 g, 31.4 mmol) and thionyl chloride (100 ml) was heated under reflux for two hours. The mixture was allowed to cool to room temperature, and the solvent was distilled off. To the residue were added tetrahydrofuran (100 ml) and sodium ethoxide (10.69 g, 157 mmol, 15.0 eq.), and the mixture was heated under reflux for two hours. The mixture was allowed to cool to room temperature, and water (300 ml) was added to the r... Reactants: NC(C)(C)C(O)C1=CC=CC=C1 (α-(1-amino-1-methylethyl)benzenemethanol), C1(=CC=CC=C1)CC=O (phenylacetaldehyde), C1=CC=CC=C1 (benzene). Solvent: O (water). Run at time 20 hour. Product: CC(C)(NCCC1=CC=CC=C1)C(O)C1=CC=CC=C1 (α-{1-methyl-1-[(2-phenylethyl)amino]-ethyl}benzenemethanol). Reaction SMILES: [NH2:1][C:2]([CH:5]([C:7]1[CH:12]=[CH:11][CH:10]=[CH:9][CH:8]=1)[OH:6])([CH3:4])[CH3:3].[C:13]1([CH2:19][CH:20]=O)[CH:18]=[CH:17][CH:16]=[CH:15][CH:14]=1.C1C=CC=CC=1>O>[CH3:3][C:2]([CH:5]([C:7]1[CH:12]=[CH:11][CH:10]=[CH:9][CH:8]=1)[OH:6])([NH:1][CH2:20][CH2:19][C:13]1[CH:18]=[CH:17][CH:16]=[CH:15][CH:14]=1)[CH3:4]. Procedure: A solution of 6.6 g. (0.03 mole) of α-(1-amino-1-methylethyl)benzenemethanol and 4.8 g. (0.03 mole) of phenylacetaldehyde in 75 ml. benzene is refluxed for 1 hour while 0.7 ml. of water separates in a Dean-Stark trap. The infrared absorption spectrum showed absence of the C=O function and the presence of a C=N function at 1650 cm-1. The solvent is removed in vacuo. The residue of the imino derivative was taken up with 60 ml. of methanol and 1.6 g. of KBH4 is added with stirring at 20°-25° C. Aft... Starting materials: O=C1C=C(OC2=C1C=CC=C2)C(=O)OCC (ethyl 4-oxo-4H-1-benzopyran-2-carboxylate). The reagents and catalysts are [Pd] (palladium-on-charcoal). The solvent is CO (methanol), C(Cl)(Cl)Cl (chloroform), C(C)(=O)O (acetic acid). Reaction conditions: time 24 hour. Yields the product O1C(CCC2=CC=CC=C12)C(=O)OCC (Ethyl 2-chromanecarboxylate). The yield is 83.3%. As a reaction SMILES: O=[C:2]1[C:7]2[CH:8]=[CH:9][CH:10]=[CH:11][C:6]=2[O:5][C:4]([C:12]([O:14][CH2:15][CH3:16])=[O:13])=[CH:3]1>CO.C(Cl)(Cl)Cl.C(O)(=O)C.[Pd]>[O:5]1[C:6]2[C:7](=[CH:8][CH:9]=[CH:10][CH:11]=2)[CH2:2][CH2:3][CH:4]1[C:12]([O:14][CH2:15][CH3:16])=[O:13]. Procedure: A solution of ethyl 4-oxo-4H-1-benzopyran-2-carboxylate (2.0 g, 9.17 mmol) in methanol (60 ml), chloroform (25 ml) and glacial acetic acid (20 ml) was added with 10% palladium-on-charcoal and the mixture was left under stirring at room pressure and temperature for 24 h. under hydrogen atmosphere. After that, the catalyst was filtered off and the filtrate was evaporated to dryness. The residue was redissolved in ethyl ether and washed successively with a 5% sodium bicarbonate solution and a sodiu... The reactants are ice water, OCC1=CC=NC=C1 (4-Hydroxymethylpyridine), [H-].[Na+] (sodium hydride), ClC1=CC(=C(N)C=C1)[N+](=O)[O-] (4-chloro-2-nitroaniline). Run in CC(=O)N(C)C (DMA). Run at time 20 minute. The product is [N+](=O)([O-])C1=C(N)C=CC(=C1)OCC1=CC=NC=C1 (2-nitro-4-(pyridin-4-ylmethoxy)aniline). Isolated yield 13.0%. Reaction SMILES: [OH:1][CH2:2][C:3]1[CH:8]=[CH:7][N:6]=[CH:5][CH:4]=1.[H-].[Na+].Cl[C:12]1[CH:18]=[CH:17][C:15]([NH2:16])=[C:14]([N+:19]([O-:21])=[O:20])[CH:13]=1>CC(N(C)C)=O>[N+:19]([C:14]1[CH:13]=[C:12]([O:1][CH2:2][C:3]2[CH:8]=[CH:7][N:6]=[CH:5][CH:4]=2)[CH:18]=[CH:17][C:15]=1[NH2:16])([O-:21])=[O:20] |f:1.2|. Procedure: 4-Hydroxymethylpyridine (50 mmoles, 5.45 g, 1 equivalent, commercially available from Aldrich) was added in a drop wise fashion to a stirred suspension of 60% sodium hydride (in oil) (55 mmoles, 2.2 g, 1.1 equivalent) in anhydrous DMA (100 ml) at room temperature, over a period of 5 minutes. Upon completion of addition the resulting green reaction mixture was stirred at room temperature for 20 minutes. 4-chloro-2-nitroaniline (50 mmoles, 8.62 g, 1 equivalent) was added to the stirred green react... The reactants are C(=C)[B-](F)(F)F.[K+] (potassium vinyltrifluoroborate), C1=CC=C(C=C1)P(C2=CC=CC=C2)C3=CC=CC=C3 (PPh3), C(=O)([O-])[O-].[Cs+].[Cs+] (Cs2CO3), C(C)OC(=O)C1(C(C2=C(C(=C(C=C2C1)C)Br)C)=O)C (6-Bromo-2,5,7-trimethyl-1-oxo-indan-2-carboxylic acid ethyl ester). The reagents and catalysts are Cl[Pd]Cl (PdCl2). The solvent is C1CCOC1.O (THF H2O), O (H2O). Run at temperature 85 celsius, time 48 hour. Yields the product C(C)OC(=O)C1(C(C2=C(C(=C(C=C2C1)C)C=C)C)=O)C (2,5,7-Trimethyl-1-oxo-6-vinyl-indan-2-carboxylic acid ethyl ester). Yield: 91.8%. As a reaction SMILES: [CH:1]([B-](F)(F)F)=[CH2:2].[K+].C1C=CC(P(C2C=CC=CC=2)C2C=CC=CC=2)=CC=1.C([O-])([O-])=O.[Cs+].[Cs+].[CH2:33]([O:35][C:36]([C:38]1([CH3:51])[CH2:46][C:45]2[C:40](=[C:41]([CH3:49])[C:42](Br)=[C:43]([CH3:47])[CH:44]=2)[C:39]1=[O:50])=[O:37])[CH3:34]>C1COCC1.O.O.Cl[Pd]Cl>[CH2:33]([O:35][C:36]([C:38]1([CH3:51])[CH2:46][C:45]2[C:40](=[C:41]([CH3:49])[C:42]([CH:1]=[CH2:2])=[C:43]([CH3:47])[CH:44]=2)[C:39]1=[O:50])=[O:37])[CH3:34] |f:0.1,3.4.5,7.8|. Procedure: A solution of potassium vinyltrifluoroborate (0.186 g, 1.38 mmol), PdCl2, (0.033 g, 0.18 mmol), PPh3 (0.073 g, 0.27 mmol), Cs2CO3 (1.2 g, 3.69 mmol) and compound 5 (0.3 g, 0.92 mmol) in THF/H2O (9:1) (3 mL) was heated at 85° C. under an Argon atmosphere in a sealed tube. The reaction mixture was stirred at 85° C. for 48 h, then cooled to room temperature and diluted with H2O (6 mL) followed by extraction with ethyl acetate (30 mL), dried (Na2SO4) and concentrated in vacuo. Purification by column... The reactants are FC1=C(C=C(C=O)C=C1)OC (4-fluoro-3-methoxybenzaldehyde), S(=O)(O)[O-].[Na+] (sodium hydrogen sulfite), [Cl-].FC=1C=CC(=C(C[P+](C2=CC=CC=C2)(C2=CC=CC=C2)C2=CC=CC=C2)C1)OCOC (5-fluoro-2-methoxymethoxybenzyltriphenylphosphonium chloride), C1CCC2=NCCCN2CC1 (DBU). Reagents/catalysts: C1=CC=C(C=C1)P(C2=CC=CC=C2)C3=CC=CC=C3.C1=CC=C(C=C1)P(C2=CC=CC=C2)C3=CC=CC=C3.C1=CC=C(C=C1)P(C2=CC=CC=C2)C3=CC=CC=C3.[Cl-].[Rh] (tris-(triphenylphosphine)rhodium(I)chloride). Run in C(C)#N (acetonitrile), C1=CC=CC=C1 (benzene), C(C)O (ethanol). Conditions: temperature 60 celsius, time 14 hour. Product: FC1=CC(=C(C=C1)O)CCC1=CC(=C(C=C1)F)OC (4-Fluoro-2-[2-(4-fluoro-3-methoxyphenyl)ethyl]phenol). The yield is 83.7%. As a reaction SMILES: [F:1][C:2]1[CH:9]=[CH:8][C:5]([CH:6]=O)=[CH:4][C:3]=1[O:10][CH3:11].[Cl-].[F:13][C:14]1[CH:15]=[CH:16][C:17]([O:40]COC)=[C:18]([CH:39]=1)[CH2:19][P+](C1C=CC=CC=1)(C1C=CC=CC=1)C1C=CC=CC=1.C1CCN2C(=NCCC2)CC1.S([O-])(O)=O.[Na+]>C(#N)C.C1C=CC=CC=1.C(O)C.C1C=CC(P(C2C=CC=CC=2)C2C=CC=CC=2)=CC=1.C1C=CC(P(C2C=CC=CC=2)C2C=CC=CC=2)=CC=1.C1C=CC(P(C2C=CC=CC=2)C2C=CC=CC=2)=CC=1.[Cl-].[Rh]>[F:13][C:14]1[CH:15]=[CH:16][C:17]([OH:40])=[C:18]([CH2:19][CH2:6][C:5]2[CH:8]=[CH:9][C:2]([F:1])=[C:3]([O:10][CH3:11])[CH:4]=2)[CH:39]=1 |f:1.2,4.5,9.10.11.12.13|. Procedure details: 547 mg of 4-fluoro-3-methoxybenzaldehyde, 1990 mg of 5-fluoro-2-methoxymethoxybenzyltriphenylphosphonium chloride (prepared as described in Preparation 8) and 0.58 ml of DBU were allowed to react together in 30 ml of acetonitrile, subsequently treated, and purified by silica gel column chromatography, using a 4:1 by volume mixture of hexane and ethyl acetate as the eluent, in the same manner as described in Preparation 2, to give 948 mg of an oily substance. 936 mg of this oily substance were di... Starting materials: CCO, CC(C)C=C(C=O)c1ccccc1, [Cl-], [Na+], [Na+], O=C([O-])[O-], O, [NH3+]O. Product: CC(C)C=C(C=NO)c1ccccc1. RXN SMILES: [CH3:17][CH2:18][OH:19].[CH3:1][CH:2]([CH:3]=[C:4]([CH:5]=[O:6])[c:7]1[cH:8][cH:9][cH:10][cH:11][cH:12]1)[CH3:13].[Cl-:14].[Na+:20].[Na+:21].[O-:22][C:23](=[O:24])[O-:25].[OH2:26].[OH:15][NH3+:16]>>[CH3:1][CH:2]([CH:3]=[C:4]([CH:5]=[N:16][OH:15])[c:7]1[cH:8][cH:9][cH:10][cH:11][cH:12]1)[CH3:13].